This data is from the Open Reaction Database (ORD), a public repository of structured organic reaction records. The task is: describe an organic reaction: reactants, conditions, products, and yield Isolated yield 85.0%. As a reaction SMILES: Cl[CH:2]([C@H:7]([OH:15])[CH2:8][CH2:9][CH2:10][CH2:11][CH2:12][CH2:13][CH3:14])[C:3]([O:5][CH3:6])=[O:4].C[O-].[Na+]>CO>[O:15]1[C@H:7]([CH2:8][CH2:9][CH2:10][CH2:11][CH2:12][CH2:13][CH3:14])[C@H:2]1[C:3]([O:5][CH3:6])=[O:4] |f:1.2|. Procedure: To 500 ml of a methanol solution of 90 g (0.384 mol) of the methyl (3R)-2-chloro-3-hydroxydecanoate (VIII) obtained in (2) above was added dropwise 78 g (0.4 mol) of a 28% methanol solution of sodium methoxide at 0 to 5° C., followed by stirring at room temperature for 1 hour. After confirming disappearance of the methyl (3R)-2-chloro-3-hydroxydecanoate (VIII) by TLC, methanol was evaporated. The concentrate was cooled, adjusted to pH 8 to 9 with 500 ml of a phosphate buffer (prepared by dissolv... Starting materials: ClC(C(=O)OC)[C@@H](CCCCCCC)O (Methyl (3R)-2-Chloro-3-hydroxydecanoate), ( 2 ), ClC(C(=O)OC)[C@@H](CCCCCCC)O (Methyl (3R)-2-Chloro-3-hydroxydecanoate), C[O-].[Na+] (sodium methoxide). Reaction conditions: time 1 hour. The product is O1[C@H](C(=O)OC)[C@H]1CCCCCCC (Methyl (2S,3R)-2,3-Epoxydecanoate). The solvent is CO (methanol), CO (methanol), CO (methanol). Starting materials: FC(C=1C=C(C=CC1OC(C(F)(F)F)C)C1=NC(=NO1)C1=C2C=CNC2=CC=C1)(F)F (4-{5-[3-(trifluoromethyl)-4-(2,2,2-trifluoro-1-methylethoxy)phenyl]-1,2,4-oxadiazol-3-yl}-1H-indole), [H-].[Na+] (NaH), O (water), CS(=O)(=O)Cl (Methanesulfonyl chloride). Solvent: CN(C)C=O (DMF). Reaction conditions: time 0.5 hour. Yields the product CS(=O)(=O)N1C=CC2=C(C=CC=C12)C1=NOC(=N1)C1=CC(=C(C=C1)OC(C(F)(F)F)C)C(F)(F)F (1-(methylsulfonyl)-4-{5-[3-(trifluoromethyl)-4-(2,2,2-trifluoro-1-methylethoxy)phenyl]-1,2,4-oxadiazol-3-yl}-1H-indole). Reaction SMILES: [F:1][C:2]([F:31])([F:30])[C:3]1[CH:4]=[C:5]([C:16]2[O:20][N:19]=[C:18]([C:21]3[CH:29]=[CH:28][CH:27]=[C:26]4[C:22]=3[CH:23]=[CH:24][NH:25]4)[N:17]=2)[CH:6]=[CH:7][C:8]=1[O:9][CH:10]([CH3:15])[C:11]([F:14])([F:13])[F:12].[H-].[Na+].[CH3:34][S:35](Cl)(=[O:37])=[O:36].O>CN(C=O)C>[CH3:34][S:35]([N:25]1[C:26]2[C:22](=[C:21]([C:18]3[N:17]=[C:16]([C:5]4[CH:6]=[CH:7][C:8]([O:9][CH:10]([CH3:15])[C:11]([F:12])([F:13])[F:14])=[C:3]([C:2]([F:1])([F:30])[F:31])[CH:4]=4)[O:20][N:19]=3)[CH:29]=[CH:28][CH:27]=2)[CH:23]=[CH:24]1)(=[O:37])=[O:36] |f:1.2|. Reported procedure: To a solution of 4-{5-[3-(trifluoromethyl)-4-(2,2,2-trifluoro-1-methylethoxy)phenyl]-1,2,4-oxadiazol-3-yl}-1H-indole (80 mg) in DMF (0.80 ml) was added 60% NaH (8.7 mg) at 0° C., followed by stirring at room temperature for 0.5 hour. Methanesulfonyl chloride (21.1 μl) was added thereto at 0° C., followed by stirring at room temperature for 3 hours. To the reaction solution was added water (30 ml), followed by extraction three times with EtOAc (20 ml). The organic layer was combined, washed with ... Reactants: CN(C(=O)[C@@H]1CC2=C(CN1C(C(C1=CC=CC=C1)C1=CC=CC=C1)=O)N=CN2CC2=CC(=C(C=C2)[N+](=O)[O-])C)C ((S)-N,N-dimethyl-5-diphenylacetyl-1-(3-methyl-4-nitrophenyl)methyl-4,5,6,7-tetrahydro-1H-imidazo[4,5-c]pyridine-6-carboxamide), C([O-])([O-])=O.[Na+].[Na+] (sodium carbonate), O.O.[Sn](Cl)(Cl)(Cl)Cl (tin chloride dihydrate). The solvent is C(C)(=O)OCC (ethyl acetate), CO (methanol). Product: NC1=C(C=C(C=C1)CN1C=NC=2CN([C@@H](CC21)C(=O)N(C)C)C(C(C2=CC=CC=C2)C2=CC=CC=C2)=O)C ((S)-1-(4-amino-3-methylphenyl)methyl-N,N-dimethyl-5-diphenylacetyl-4,5,6,7-tetrahydro-1H-imidazo[4,5-c]pyridine-6-carboxamide). Isolated yield 100.1%. RXN SMILES: [CH3:1][N:2]([CH3:40])[C:3]([C@H:5]1[N:10]([C:11](=[O:25])[CH:12]([C:19]2[CH:24]=[CH:23][CH:22]=[CH:21][CH:20]=2)[C:13]2[CH:18]=[CH:17][CH:16]=[CH:15][CH:14]=2)[CH2:9][C:8]2[N:26]=[CH:27][N:28]([CH2:29][C:30]3[CH:35]=[CH:34][C:33]([N+:36]([O-])=O)=[C:32]([CH3:39])[CH:31]=3)[C:7]=2[CH2:6]1)=[O:4].O.O.[Sn](Cl)(Cl)(Cl)Cl.C(=O)([O-])[O-].[Na+].[Na+]>C(OCC)(=O)C.CO>[NH2:36][C:33]1[CH:34]=[CH:35][C:30]([CH2:29][N:28]2[C:7]3[CH2:6][C@@H:5]([C:3]([N:2]([CH3:40])[CH3:1])=[O:4])[N:10]([C:11](=[O:25])[CH:12]([C:19]4[CH:20]=[CH:21][CH:22]=[CH:23][CH:24]=4)[C:13]4[CH:14]=[CH:15][CH:16]=[CH:17][CH:18]=4)[CH2:9][C:8]=3[N:26]=[CH:27]2)=[CH:31][C:32]=1[CH3:39] |f:1.2.3,4.5.6|. Reported procedure: (S)-N,N-dimethyl-5-diphenylacetyl-1-(3-methyl-4-nitrophenyl)methyl-4,5,6,7-tetrahydro-1H-imidazo[4,5-c]pyridine-6-carboxamide (III-2) (2.3636 g, 0.00440 mol) was dissolved in a mixture of 28 ml of ethyl acetate and 5 ml of methanol, followed by addition of tin chloride dihydrate (4.9580 g, 0.0220 mol) and agitation of the solution on an 80° C. oil bath in a stream of nitrogen for 30 minutes. The reaction mixture was cooled, neutralized by adding a 5% sodium carbonate solution, and concentrated. ... The reactants are BrC=1C=C(N)C=C(C1)F (3-bromo-5-fluoroaniline), C(OCC)(OCC)OCC (triethyl orthoformate), C(C)(=O)O (acetic acid), C(OCC)(OCC)OCC (triethyl orthoformate), [N+](=O)([O-])CC(=O)OCC (ethyl nitroacetate), C(C)(=O)O (acetic acid). The reagents and catalysts are [Fe] (iron). Yields the product BrC=1C=C(C=C(C1)F)N1C=NC(=C1)CO ([1-(3-Bromo-5-fluoro-phenyl)-1H-imidazol-4-yl]-methanol). As a reaction SMILES: [Br:1][C:2]1[CH:3]=[C:4]([CH:6]=[C:7]([F:9])[CH:8]=1)[NH2:5].C([O:17][CH2:18][CH3:19])(OCC)OCC.[N+:20]([CH2:23]C(OCC)=O)([O-])=O.[C:29](O)(=O)C>[Fe]>[Br:1][C:2]1[CH:3]=[C:4]([N:5]2[CH:29]=[C:19]([CH2:18][OH:17])[N:20]=[CH:23]2)[CH:6]=[C:7]([F:9])[CH:8]=1. Procedure: Following the general method described in example 293, 3-bromo-5-fluoroaniline (K. Yoshiizumi et al., Bioorg. Med. Chem. Lett., 1998, 8, 3397-3402) was reacted with triethyl orthoformate, ethyl nitroacetate and acetic acid followed by treatment with triethyl orthoformate, iron and acetic acid and subsequent alkaline hydrolysis. The isolated acid was directly reduced according to example 264, by reaction with BH3 THF complex followed by hydrolytic workup and the title compound was obtained as a l... Run in C1CCOC1 (THF). Starting materials: CC1(O[C@H]2[C@@H](O1)CCC[C@@H]2N)C ((3aR,4S,7aS)-2,2-dimethylhexahydrobenzo-1,3-dioxol-4-ylamine), CC1(C=2C=CC(=CC2C(CC1)(C)C)C1=CC=CC(=N1)N1CCC(CC1)=O)C (6′-(5,5,8,8-tetramethyl-5,6,7,8-tetrahydronaphthalen-2-yl)-2,3,5,6-tetrahydro-1,2′-bipyridinyl-4-one). The product is CC1(O[C@H]2[C@@H](O1)CCC[C@@H]2NC2CCN(CC2)C2=NC(=CC=C2)C2=CC=1C(CCC(C1C=C2)(C)C)(C)C)C (((3aR,4S,7aS)-2,2-Dimethylhexahydrobenzo-1,3-dioxol-4-yl)-[6′-(5,5,8,8-tetramethyl-5,6,7,8-tetrahydronaphthalen-2-yl)-3,4,5,6-tetrahydro-2H-1,2′-bipyridinyl-4-yl]amine). Reported procedure: The preparation is carried out analogously to FS1008 in THF starting from 62 mg (0.360 mmol) of (3aR,4S,7aS)-2,2-dimethylhexahydrobenzo-1,3-dioxol-4-ylamine and 145 mg (0.360 mmol) of 6′-(5,5,8,8-tetramethyl-5,6,7,8-tetrahydronaphthalen-2-yl)-2,3,5,6-tetrahydro-1,2′-bipyridinyl-4-one. The purification is carried out by means of flash chromatography on silica gel. RXN SMILES: [CH3:1][C:2]1([CH3:12])[O:6][C@H:5]2[CH2:7][CH2:8][CH2:9][C@H:10]([NH2:11])[C@H:4]2[O:3]1.[CH3:13][C:14]1([CH3:39])[CH2:23][CH2:22][C:21]([CH3:25])([CH3:24])[C:20]2[CH:19]=[C:18]([C:26]3[N:31]=[C:30]([N:32]4[CH2:37][CH2:36][C:35](=O)[CH2:34][CH2:33]4)[CH:29]=[CH:28][CH:27]=3)[CH:17]=[CH:16][C:15]1=2>C1COCC1>[CH3:1][C:2]1([CH3:12])[O:6][C@H:5]2[CH2:7][CH2:8][CH2:9][C@H:10]([NH:11][CH:35]3[CH2:34][CH2:33][N:32]([C:30]4[CH:29]=[CH:28][CH:27]=[C:26]([C:18]5[CH:17]=[CH:16][C:15]6[C:14]([CH3:39])([CH3:13])[CH2:23][CH2:22][C:21]([CH3:25])([CH3:24])[C:20]=6[CH:19]=5)[N:31]=4)[CH2:37][CH2:36]3)[C@H:4]2[O:3]1. The product is COC(=O)c1cc(-c2ccnn2C)c(C(F)(F)F)s1. As a reaction SMILES: [Br:1][c:2]1[cH:3][c:4]([C:11](=[O:12])[O:13][CH3:14])[s:5][c:6]1[C:7]([F:8])([F:9])[F:10].[CH3:15][n:16]1[n:17][cH:18][cH:19][c:20]1[B:21]1[O:22][C:23]([CH3:24])([CH3:25])[C:26]([CH3:27])([CH3:28])[O:29]1.[K+:30].[K+:31].[O-:32][C:33]([O-:34])=[O:35].[O:36]1[CH2:37][CH2:38][O:39][CH2:40][CH2:41]1.[OH2:42]>>[c:2]1(-[c:20]2[n:16]([CH3:15])[n:17][cH:18][cH:19]2)[cH:3][c:4]([C:11](=[O:12])[O:13][CH3:14])[s:5][c:6]1[C:7]([F:8])([F:9])[F:10]. Reactants: COC(=O)c1cc(Br)c(C(F)(F)F)s1, Cn1nccc1B1OC(C)(C)C(C)(C)O1, [K+], [K+], O=C([O-])[O-], C1COCCO1, O. Reactants: ClS(=O)(=O)N=C=O (chlorosulfonyl isocyanate), NC=1C=C(C=NC1)C1=NN2C(C(=N1)NCC1=NC=CC=C1)=C(C=C2)C2=CC=CC=C2 (2-(5-Aminopyridin-3-yl)-5-phenyl-N-(pyridin-2-ylmethyl)pyrrolo[2,1-f][1,2,4]triazin-4-amine), Cl (hydrochloric acid). The solvent is C(Cl)Cl (CH2Cl2). Conditions: time 3 hour. Yields the product C1(=CC=CC=C1)C=1C=CN2N=C(N=C(C21)NCC2=NC=CC=C2)C=2C=C(C=NC2)NC(=O)N (1-(5-(5-phenyl-4-((pyridin-2-ylmethyl)amino)pyrrolo[2,1-f][1,2,4]triazin-2-yl)pyridin-3-yl)urea). The yield is 27.1%. RXN SMILES: [NH2:1][C:2]1[CH:3]=[C:4]([C:8]2[N:13]=[C:12]([NH:14][CH2:15][C:16]3[CH:21]=[CH:20][CH:19]=[CH:18][N:17]=3)[C:11]3=[C:22]([C:25]4[CH:30]=[CH:29][CH:28]=[CH:27][CH:26]=4)[CH:23]=[CH:24][N:10]3[N:9]=2)[CH:5]=[N:6][CH:7]=1.ClS([N:35]=[C:36]=[O:37])(=O)=O.Cl>C(Cl)Cl>[C:25]1([C:22]2[CH:23]=[CH:24][N:10]3[C:11]=2[C:12]([NH:14][CH2:15][C:16]2[CH:21]=[CH:20][CH:19]=[CH:18][N:17]=2)=[N:13][C:8]([C:4]2[CH:3]=[C:2]([NH:1][C:36]([NH2:35])=[O:37])[CH:7]=[N:6][CH:5]=2)=[N:9]3)[CH:30]=[CH:29][CH:28]=[CH:27][CH:26]=1. Procedure details: 2-(5-Aminopyridin-3-yl)-5-phenyl-N-(pyridin-2-ylmethyl)pyrrolo[2,1-f][1,2,4]triazin-4-amine (0.100 g, 0.254 mmol) (prepared as in Example 3) was dissolved in CH2Cl2 (10 mL) and chlorosulfonyl isocyanate (0.0330 mL, 0.381 mmol) was added. The reaction mixture was stirred at room temperature for 3 h. Concentrated hydrochloric acid was added until the reaction mixture forms a clear solution. The aqueous mixture was extracted with CH2Cl2 (30 mL) and the organic layer was separated. The aqueous layer... The reactants are ClC=1N=C(C2=C(N1)N(C=C2)S(=O)(=O)C2=CC=C(C)C=C2)Cl (2,4-dichloro-7-tosyl-pyrrolo[2,3-d]pyrimidine), NC1=C2C=NNC2=CC=C1 (4-aminoindazole), CCN(C(C)C)C(C)C (DIPEA). The solvent is C(CCC)O (nBuOH), CCOC(=O)C (EtOAc). Run at temperature 90 celsius. Product: ClC=1N=C(C2=C(N1)N(C=C2)S(=O)(=O)C2=CC=C(C)C=C2)NC2=C1C=NNC1=CC=C2 (2-chloro-N-(1H-indazol-4-yl)-7-tosyl-7H-pyrrolo[2,3-d]pyrimidin-4-amine). The yield is 93.4%. Reaction SMILES: [Cl:1][C:2]1[N:3]=[C:4](Cl)[C:5]2[CH:10]=[CH:9][N:8]([S:11]([C:14]3[CH:20]=[CH:19][C:17]([CH3:18])=[CH:16][CH:15]=3)(=[O:13])=[O:12])[C:6]=2[N:7]=1.[NH2:22][C:23]1[CH:31]=[CH:30][CH:29]=[C:28]2[C:24]=1[CH:25]=[N:26][NH:27]2.CCN(C(C)C)C(C)C>C(O)CCC.CCOC(C)=O>[Cl:1][C:2]1[N:3]=[C:4]([NH:22][C:23]2[CH:31]=[CH:30][CH:29]=[C:28]3[C:24]=2[CH:25]=[N:26][NH:27]3)[C:5]2[CH:10]=[CH:9][N:8]([S:11]([C:14]3[CH:20]=[CH:19][C:17]([CH3:18])=[CH:16][CH:15]=3)(=[O:13])=[O:12])[C:6]=2[N:7]=1. Procedure: To a solution of 2,4-dichloro-7-tosyl-pyrrolo[2,3-d]pyrimidine (0.68 g, 2 mmol) in nBuOH (5 ml) was added 4-aminoindazole (0.293 g, 2.2 mmol) and DIPEA (0.534 mL, 3 mmol) at room temperature. After heating at 90° C. for 15 h, it was diluted with EtOAc, the organic layer was washed with 1N HCl, Sat NaHCO3, brine, dried and concentrated to give crude 2-chloro-N-(1H-indazol-4-yl)-7-tosyl-7H-pyrrolo[2,3-d]pyrimidin-4-amine (0.82 g). Starting materials: Intermediate C, [C@@H]12N(C[C@@H](NC1)C2)C(=O)OC(C)(C)C (tert-butyl (1S,4S)-2,5-diazabicyclo[2.2.1]heptane-2-carboxylate), ClC1=NC=NC(=C1)OCC(C)C (4-chloro-6-isobutoxypyrimidine). Yields the product C(C(C)C)OC1=CC(=NC=N1)N1[C@@H]2CN([C@H](C1)C2)C(=O)OC(C)(C)C (tert-butyl (1S,4S)-5-(6-isobutoxypyrimidin-4-yl)-2,5-diazabicyclo[2.2.1]heptane-2-carboxylate). Reaction SMILES: [C@H:1]12[CH2:7][C@H:4]([NH:5][CH2:6]1)[CH2:3][N:2]2[C:8]([O:10][C:11]([CH3:14])([CH3:13])[CH3:12])=[O:9].Cl[C:16]1[CH:21]=[C:20]([O:22][CH2:23][CH:24]([CH3:26])[CH3:25])[N:19]=[CH:18][N:17]=1>>[CH2:23]([O:22][C:20]1[N:19]=[CH:18][N:17]=[C:16]([N:5]2[CH2:6][C@@H:1]3[CH2:7][C@H:4]2[CH2:3][N:2]3[C:8]([O:10][C:11]([CH3:14])([CH3:13])[CH3:12])=[O:9])[CH:21]=1)[CH:24]([CH3:26])[CH3:25]. Procedure: The title compound was prepared according to the procedure described in Step-1 of Intermediate C using tert-butyl (1S,4S)-2,5-diazabicyclo[2.2.1]heptane-2-carboxylate and 4-chloro-6-isobutoxypyrimidine. Starting materials: COC(=O)c1cc(C(=O)O)nc(-c2cccc(Cl)c2)c1, COC(=O)c1cc(Cl)nc(C=O)c1. Product: COC(=O)c1cc(C=O)nc(-c2cccc(Cl)c2)c1. RXN SMILES: [Cl:14][c:15]1[cH:16][c:17](-[c:21]2[cH:22][c:23]([C:30](=[O:31])[O:32][CH3:33])[cH:24][c:25]([C:27](=[O:28])[OH:29])[n:26]2)[cH:18][cH:19][cH:20]1.[Cl:1][c:2]1[cH:3][c:4]([C:10]([O:11][CH3:12])=[O:13])[cH:5][c:6]([CH:7]=[O:8])[n:9]1>>[Cl:14][c:15]1[cH:16][c:17](-[c:21]2[cH:22][c:23]([C:30](=[O:31])[O:32][CH3:33])[cH:24][c:25]([CH:27]=[O:28])[n:26]2)[cH:18][cH:19][cH:20]1.